Dataset: the Open Reaction Database (ORD), a public repository of structured organic reaction records. Task: describe an organic reaction: reactants, conditions, products, and yield Starting materials: C1(CC1)CNCC=1C=C(C=NC1)C=1C=C2C(=CNC2=C(C1)C(=O)N)C1CCN(CC1)S(=O)(=O)CC (5-(5-{[(cyclopropylmethyl)amino]methyl}-3-pyridinyl)-3-[1-(ethylsulfonyl)-4-piperidinyl]-1H-indole-7-carboxamide), [BH3-]C#N.[Na+] (NaCNBH3), CC1(OB(OC1(C)C)C=1C=C(C=NC1)C=O)C (5-(4,4,5,5-tetramethyl-1,3,2-dioxaborolan-2-yl)-3-pyridinecarbaldehyde), N1CCOCC1 (morpholine). The product is CC1(OB(OC1(C)C)C=1C=C(C=NC1)CN1CCOCC1)C (4-{[5-(4,4,5,5-tetramethyl-1,3,2-dioxaborolan-2-yl)-3-pyridinyl]methyl}morpholine). Isolated yield 71.4%. Reaction SMILES: C1(CNCC2C=C(C3C=C4C(=C(C(N)=O)C=3)NC=C4C3CCN(S(CC)(=O)=O)CC3)C=NC=2)CC1.[CH3:36][C:37]1([CH3:52])[C:41]([CH3:43])([CH3:42])[O:40][B:39]([C:44]2[CH:45]=[C:46]([CH:50]=O)[CH:47]=[N:48][CH:49]=2)[O:38]1.[NH:53]1[CH2:58][CH2:57][O:56][CH2:55][CH2:54]1.[BH3-]C#N.[Na+]>>[CH3:36][C:37]1([CH3:52])[C:41]([CH3:43])([CH3:42])[O:40][B:39]([C:44]2[CH:45]=[C:46]([CH2:50][N:53]3[CH2:58][CH2:57][O:56][CH2:55][CH2:54]3)[CH:47]=[N:48][CH:49]=2)[O:38]1 |f:3.4|. Reported procedure: Following the general procedure of 5-(5-{[(cyclopropylmethyl)amino]methyl}-3-pyridinyl)-3-[1-(ethylsulfonyl)-4-piperidinyl]-1H-indole-7-carboxamide, 5-(4,4,5,5-tetramethyl-1,3,2-dioxaborolan-2-yl)-3-pyridinecarbaldehyde (30 mg, 0.129 mmol), morpholine (0.011 mL, 0.129 mmol), and NaCNBH3 (16 mg, 0.258 mmol) were reacted to give 28 mg of crude 4-{[5-(4,4,5,5-tetramethyl-1,3,2-dioxaborolan-2-yl)-3-pyridinyl]methyl}morpholine. The crude 4-{[5-(4,4,5,5-tetramethyl-1,3,2-dioxaborolan-2-yl)-3-pyridinyl... Starting materials: COC(OC)OC, CO, CN(C(=O)Cc1ccc(Cl)c(Cl)c1)C1C(=O)CCCC1N1CCCC1. Product: COC1(OC)CCCC(N2CCCC2)C1N(C)C(=O)Cc1ccc(Cl)c(Cl)c1. Reaction SMILES: [CH3:26][O:27][CH:28]([O:29][CH3:30])[O:31][CH3:32].[CH3:33][OH:34].[Cl:1][c:2]1[cH:3][c:4]([CH2:9][C:10](=[O:11])[N:12]([CH:13]2[CH:14]([N:20]3[CH2:21][CH2:22][CH2:23][CH2:24]3)[CH2:15][CH2:16][CH2:17][C:18]2=[O:19])[CH3:25])[cH:5][cH:6][c:7]1[Cl:8]>>[Cl:1][c:2]1[cH:3][c:4]([CH2:9][C:10](=[O:11])[N:12]([CH:13]2[CH:14]([N:20]3[CH2:21][CH2:22][CH2:23][CH2:24]3)[CH2:15][CH2:16][CH2:17][C:28]2([O:29][CH3:30])[O:31][CH3:32])[CH3:25])[cH:5][cH:6][c:7]1[Cl:8]. Starting materials: COC1=CC=C(C=C1)CCC(=O)O (3-(4-Methoxy-phenyl)-propionic acid), [NH4+].[Cl-] (NH4Cl), CC(C)C[AlH]CC(C)C (DIBAL-H). Run in C1(=CC=CC=C1)C (toluene), C(=O)=O.CC(=O)C (dry ice acetone). Conditions: temperature -78 celsius, time 2 hour. Yields the product COC1=CC=C(C=C1)CCC=O (3-(4-methoxy-phenyl)-propionaldehyde). The yield is 70.7%. RXN SMILES: [CH3:1][O:2][C:3]1[CH:8]=[CH:7][C:6]([CH2:9][CH2:10][C:11](O)=[O:12])=[CH:5][CH:4]=1.CC(C[AlH]CC(C)C)C.[NH4+].[Cl-]>C1(C)C=CC=CC=1.C(=O)=O.CC(C)=O>[CH3:1][O:2][C:3]1[CH:8]=[CH:7][C:6]([CH2:9][CH2:10][CH:11]=[O:12])=[CH:5][CH:4]=1 |f:2.3,5.6|. Reported procedure: 3-(4-Methoxy-phenyl)-propionic acid (9a, 1.80 g, 10.0 mmol) in toluene (25.0 mL) was cooled to −78° C. in dry ice-acetone bath for 5-10 minutes under N2. DIBAL-H (11.0 mmol) was slowly added by syringe and stirred for 2 hours at −78° C. Then, the reaction mixture was poured quickly into an aqueous NH4Cl solution with vigorous stirring. The solution was extracted twice with ether and the organic layer was washed with brine, dried over MgSO4(s), and concentrated under reduced pressure. The residue... Reactants: CC(=O)Cl, CO, CC(C)CC(N)C(=O)O. Product: Cl, COC(=O)C(N)CC(C)C. RXN SMILES: [CH3:10][C:11]([Cl:12])=[O:13].[CH3:14][OH:15].[NH2:1][CH:2]([CH2:3][CH:4]([CH3:5])[CH3:6])[C:7](=[O:8])[OH:9]>>[ClH:12].[NH2:1][CH:2]([CH2:3][CH:4]([CH3:5])[CH3:6])[C:7](=[O:8])[O:9][CH3:10].